describe an organic reaction: reactants, conditions, products, and yield From a dataset of the Open Reaction Database (ORD), a public repository of structured organic reaction records. Reactants: CON(C([C@@H]([C@H]([C@@H](C(COCC1=CC=C(C=C1)OC)(COCC1=CC=C(C=C1)OC)O)OCC1=CC=CC=C1)OCC1=CC=CC=C1)OCC1=CC=CC=C1)=O)C ((2R,3S,4S)-2,3,4-tris-benzyloxy-5-hydroxy-6-(4-methoxy-benzyloxy)-5-(4-methoxy-benzyloxymethyl)-hexanoic acid methoxy-methyl-amide), O1CCCC1 (tetrahydrofuran), C(CCC)[Li] (n-Butyl lithium), O=O (oxygen), [Al] (aluminum), BrC=1C=CC(=C(CC2=CC=C(OC3COC3)C=C2)C1)Cl (3-(4-(5-bromo-2-chlorobenzyl)phenoxy)oxetane), O1CCCC1 (tetrahydrofuran). The solvent is C(C)OCC (Diethyl ether). Run at temperature -20 celsius. Product: C(C1=CC=CC=C1)OC1C(OC([C@H]([C@@H]1OCC1=CC=CC=C1)OCC1=CC=CC=C1)(COCC1=CC=C(C=C1)OC)COCC1=CC=C(C=C1)OC)(O)C1=CC(=C(C=C1)Cl)CC1=CC=C(C=C1)OC1COC1 ((4S,5S)-3,4,5-tris-benzyloxy-2-{4-chloro-3-[4-(oxetan-3-yloxy)-benzyl]-phenyl}-6,6-bis-(4-methoxy-benzyloxymethyl)-tetrahydro-pyran-2-ol). Isolated yield 72.0%. RXN SMILES: [CH2:1]([Li])[CH2:2][CH2:3][CH3:4].O=O.Br[C:9]1[CH:10]=[CH:11][C:12]([Cl:27])=[C:13]([CH:26]=1)[CH2:14][C:15]1[CH:25]=[CH:24][C:18]([O:19][CH:20]2[CH2:23][O:22][CH2:21]2)=[CH:17][CH:16]=1.CON(C)[C:31](=[O:83])[C@H:32]([O:75]CC1C=CC=CC=1)[C@@H:33]([O:67][CH2:68][C:69]1[CH:74]=[CH:73][CH:72]=[CH:71][CH:70]=1)[C@H:34]([O:59][CH2:60][C:61]1[CH:66]=[CH:65][CH:64]=[CH:63][CH:62]=1)[C:35]([OH:58])([CH2:47][O:48][CH2:49][C:50]1[CH:55]=[CH:54][C:53]([O:56][CH3:57])=[CH:52][CH:51]=1)[CH2:36][O:37][CH2:38][C:39]1[CH:44]=[CH:43][C:42]([O:45][CH3:46])=[CH:41][CH:40]=1.[Al].O1C[CH2:89][CH2:88][CH2:87]1>C(OCC)C>[CH2:1]([O:75][CH:32]1[C@@H:33]([O:67][CH2:68][C:69]2[CH:70]=[CH:71][CH:72]=[CH:73][CH:74]=2)[C@H:34]([O:59][CH2:60][C:61]2[CH:66]=[CH:65][CH:64]=[CH:63][CH:62]=2)[C:35]([CH2:47][O:48][CH2:49][C:50]2[CH:51]=[CH:52][C:53]([O:56][CH3:57])=[CH:54][CH:55]=2)([CH2:36][O:37][CH2:38][C:39]2[CH:40]=[CH:41][C:42]([O:45][CH3:46])=[CH:43][CH:44]=2)[O:58][C:31]1([C:9]1[CH:10]=[CH:11][C:12]([Cl:27])=[C:13]([CH2:14][C:15]2[CH:25]=[CH:24][C:18]([O:19][CH:20]3[CH2:23][O:22][CH2:21]3)=[CH:17][CH:16]=2)[CH:26]=1)[OH:83])[C:2]1[CH:89]=[CH:88][CH:87]=[CH:4][CH:3]=1. Procedure details: n-Butyl lithium (0.97 mL, 2.5 M/hexanes, 3.15 equivalents) was added dropwise (1 drop every 5 seconds) to an oxygen degassed solution (placed in a pre dried Biotage™ microwave vial 10-20 mL sealed with its cap and placed under a positive stream of nitrogen gas) of 3-(4-(5-bromo-2-chlorobenzyl)phenoxy)oxetane (824 mg, 2.95 equivalents) in anhydrous tetrahydrofuran (2.7 mL) at −78° C. and the resulting solution was stirred at this temperature for an additional hour. A solution of (2R,3S,4S)-2,3,4-... Starting materials: ClC1=C(C(=O)O)C=C(C(=C1)F)F (2-chloro-4,5-difluorobenzoic acid), C(C(=O)Cl)(=O)Cl (oxalyl chloride), CN(C)C=O (DMF). The solvent is C(Cl)Cl (DCM). Conditions: time 1 hour. The product is ClC1=C(C(=O)N2CCCC2)C=C(C(=C1)F)F (1-(2-chloro-4,5-difluorobenzoyl)pyrrolidine). RXN SMILES: [Cl:1][C:2]1[CH:10]=[C:9]([F:11])[C:8]([F:12])=[CH:7][C:3]=1[C:4]([OH:6])=O.[C:13](Cl)(=O)[C:14](Cl)=O.[CH3:19][N:20]([CH:22]=O)C>C(Cl)Cl>[Cl:1][C:2]1[CH:10]=[C:9]([F:11])[C:8]([F:12])=[CH:7][C:3]=1[C:4]([N:20]1[CH2:22][CH2:14][CH2:13][CH2:19]1)=[O:6]. Procedure details: 2-chloro-4,5-difluorobenzoic acid (1.0 g) in DCM (10 ml) was treated with oxalyl chloride (0.45 ml) followed by a drop of DMF. The mixture was stirred at RT for 1 h before evaporating under reduced pressure. The solid was dissolved in DCM (20 ml) and pyrrolidine (2 ml) was added and stirred at RT overnight. The mixture was diluted with water, extracted with DCM, dried (MgSO4) and evaporated under reduced pressure to give an oil (1.45 g). Reactants: lower alkyl α-(methylthio)acetate, CSCC(=O)OCC (ethyl α-(methylthio)acetate), ( c ), NC1=C(C(=O)C2=CC=CC=C2)C=CC=C1 (aminobenzophenone), C(C)(C)(C)OCl (t-butylhypochlorite), ethyl 2-amino. Run in C(Cl)Cl (methylene chloride). Product: C(C1=CC=CC=C1)(=O)OC(CSC)=O (benzoyl-α-(methylthio)acetate). As a reaction SMILES: NC1C=CC=CC=1[C:4]([C:6]1[CH:11]=[CH:10][CH:9]=[CH:8][CH:7]=1)=[O:5].C([O:20]Cl)(C)(C)C.[CH3:22][S:23][CH2:24][C:25](OCC)=[O:26]>C(Cl)Cl>[C:4]([O:5][C:25](=[O:26])[CH2:24][S:23][CH3:22])(=[O:20])[C:6]1[CH:7]=[CH:8][CH:9]=[CH:10][CH:11]=1. Reported procedure: In process (c) a solution of a selected aminobenzophenone (X) in a halogenated organic solvent, e.g., methylene chloride, is treated at -50° to -78°C. with t-butylhypochlorite and then with a lower alkyl α-(methylthio)acetate as, for example, ethyl α-(methylthio)acetate to give an ethyl 2-amino-3-(5- or 7-) benzoyl-α-(methylthio)acetate (XI) which can be isolated or can be converted in situ by the addition of a dilute mineral acid such as dilute hydrochloric acid to a 3-methylthio-4-(5- or 7-) b... Reaction SMILES: [CH3:1][O:2][c:3]1[cH:4][cH:5][c:6]([CH2:7][n:8]2[n:9][n:10][c:11]([C:28](=[O:29])[O:30][CH2:31][CH3:32])[c:12]2[C:13]([c:14]2[c:15]([N+:24](=[O:25])[O-:26])[cH:16][cH:17][c:18]([O:20][CH2:21][O:22][CH3:23])[cH:19]2)=[O:27])[cH:33][cH:34]1.[Na+:36].[O:37]1[CH2:38][CH2:39][CH2:40][CH2:41]1.[OH-:35]>>[CH3:1][O:2][c:3]1[cH:4][cH:5][c:6]([CH2:7][n:8]2[n:9][n:10][c:11]([C:28](=[O:29])[OH:30])[c:12]2[C:13]([c:14]2[c:15]([N+:24](=[O:25])[O-:26])[cH:16][cH:17][c:18]([O:20][CH2:21][O:22][CH3:23])[cH:19]2)=[O:27])[cH:33][cH:34]1. Product: COCOc1ccc([N+](=O)[O-])c(C(=O)c2c(C(=O)O)nnn2Cc2ccc(OC)cc2)c1. Reactants: CCOC(=O)c1nnn(Cc2ccc(OC)cc2)c1C(=O)c1cc(OCOC)ccc1[N+](=O)[O-], [Na+], C1CCOC1, [OH-].